Dataset: the Open Reaction Database (ORD), a public repository of structured organic reaction records. Task: describe an organic reaction: reactants, conditions, products, and yield Reactants: ClC1=C(C(=CC(=C1)C#CC)Cl)C=1C(C(CC1OC)CC1=NC=CC=C1)=O (2-(2,6-dichloro-4-prop-1-ynyl-phenyl)-3-methoxy-5-(2-pyridylmethyl)cyclopent-2-en-1-one), N1CCOCC1 (morpholine). Procedure details: A mixture of 2-(2,6-dichloro-4-prop-1-ynyl-phenyl)-3-methoxy-5-(2-pyridylmethyl)cyclopent-2-en-1-one (41 mg, 0.106 mmol) and morpholine (1 ml) were heated at 10°C. for 4 hours. The reaction was cooled to room temperature and evaporated to dryness under reduced pressure. The residue was partitioned between EtOAc (10 ml) and saturated aqueous NH4Cl (10 ml). The organic phase was washed with further saturated aqueous NH4Cl (5 ml), brine (5 ml), dried over MgSO4, filtered and evaporated to dryness u... As a reaction SMILES: [Cl:1][C:2]1[CH:7]=[C:6]([C:8]#[C:9][CH3:10])[CH:5]=[C:4]([Cl:11])[C:3]=1[C:12]1[C:13](=[O:26])[CH:14]([CH2:19][C:20]2[CH:25]=[CH:24][CH:23]=[CH:22][N:21]=2)[CH2:15][C:16]=1[O:17]C.N1CCOCC1>>[Cl:1][C:2]1[CH:7]=[C:6]([C:8]#[C:9][CH3:10])[CH:5]=[C:4]([Cl:11])[C:3]=1[CH:12]1[C:13](=[O:26])[CH:14]([CH2:19][C:20]2[CH:25]=[CH:24][CH:23]=[CH:22][N:21]=2)[CH2:15][C:16]1=[O:17]. The yield is 35.5%. The product is ClC1=C(C(=CC(=C1)C#CC)Cl)C1C(CC(C1=O)CC1=NC=CC=C1)=O (2-(2,6-dichloro-4-prop-1-ynyl-phenyl)-4-(2-pyridylmethyl)cyclopentane-1,3-dione). Run at temperature 10 celsius. The reactants are COc1cc(N)c(C#N)cc1C(=O)NC1CCN(Cc2ccc(F)cc2)CC1OC, [NH4+], [OH-], O=S(=O)(O)O. The product is COc1cc(N)c(C(N)=O)cc1C(=O)NC1CCN(Cc2ccc(F)cc2)CC1OC. RXN SMILES: [NH2:6][c:7]1[cH:8][c:9]([O:34][CH3:35])[c:10]([C:11](=[O:12])[NH:13][CH:14]2[CH:15]([O:28][CH3:29])[CH2:16][N:17]([CH2:20][c:21]3[cH:22][cH:23][c:24]([F:27])[cH:25][cH:26]3)[CH2:18][CH2:19]2)[cH:30][c:31]1[C:32]#[N:33].[NH4+:36].[OH-:37].[S:1](=[O:2])(=[O:3])([OH:4])[OH:5]>>[NH2:6][c:7]1[cH:8][c:9]([O:34][CH3:35])[c:10]([C:11](=[O:12])[NH:13][CH:14]2[CH:15]([O:28][CH3:29])[CH2:16][N:17]([CH2:20][c:21]3[cH:22][cH:23][c:24]([F:27])[cH:25][cH:26]3)[CH2:18][CH2:19]2)[cH:30][c:31]1[C:32]([NH2:33])=[O:37].